This data is from the Open Reaction Database (ORD), a public repository of structured organic reaction records. The task is: describe an organic reaction: reactants, conditions, products, and yield The reactants are [OH-].[Na+] (NaOH), O1C(C(F)(F)F)(C1CC1=CC=C(C=C1)S(=O)(=O)C1=CC=CC=C1)C (2,3-Epoxy-1,1,1-trifluoro-2-methyl-4-(4-phenylsulfonylphenyl)butane), C(=O)(O)[O-].[Na+] (NaHCO3). The solvent is C(C)O (ethanol). Run at time 2 hour. Yields the product FC([C@@](/C=C/C1=CC=C(C=C1)S(=O)(=O)C1=CC=CC=C1)(C)O)(F)F ((S)-(-)-4,4,4-Trifluoro-3-hydroxy-3-methyl-1-(4-phenylsulfonylphenyl)-trans-but-1-ene). The yield is 71.4%. As a reaction SMILES: [O:1]1[CH:7]([CH2:8][C:9]2[CH:14]=[CH:13][C:12]([S:15]([C:18]3[CH:23]=[CH:22][CH:21]=[CH:20][CH:19]=3)(=[O:17])=[O:16])=[CH:11][CH:10]=2)[C:2]1([CH3:24])[C:3]([F:6])([F:5])[F:4].[OH-].[Na+].C([O-])(O)=O.[Na+]>C(O)C>[F:6][C:3]([F:4])([F:5])[C@:2]([OH:1])([CH3:24])/[CH:7]=[CH:8]/[C:9]1[CH:10]=[CH:11][C:12]([S:15]([C:18]2[CH:19]=[CH:20][CH:21]=[CH:22][CH:23]=2)(=[O:17])=[O:16])=[CH:13][CH:14]=1 |f:1.2,3.4|. Procedure: 2,3-Epoxy-1,1,1-trifluoro-2-methyl-4-(4-phenylsulfonylphenyl)butane (1.68 g) was dissolved in 250 mL ethanol and 150 mL 6N NaOH was added. The mixture was stirred for 2 hours, and 500 mL of saturated aqueous. NaHCO3 was added. The mixture was extracted with ether and the organic layers were combined, dried, and evaporated to yield the title compound as a white solid (1.2 g, 70%); [α]23 =-28.35 (c=1.05, MeOH); NMR (CDCl3): 7.93-7.85 (m,4, Ar), 7.58-7.45 (m,5, Ar), 6.90-6.84 (d,1, vinylic), 6.40-6... The reactants are Cc1ccccc1, C1CCOC1, OB(O)c1ccccc1, CC(CO)(CO)C(=O)O. The product is CC1(C(=O)O)COB(c2ccccc2)OC1. Reaction SMILES: [CH3:19][c:20]1[cH:21][cH:22][cH:23][cH:24][cH:25]1.[O:26]1[CH2:27][CH2:28][CH2:29][CH2:30]1.[OH:10][B:11]([OH:12])[c:13]1[cH:14][cH:15][cH:16][cH:17][cH:18]1.[OH:1][CH2:2][C:3]([C:4](=[O:5])[OH:6])([CH3:7])[CH2:8][OH:9]>>[O:1]1[CH2:2][C:3]([C:4](=[O:5])[OH:6])([CH3:7])[CH2:8][O:9][B:11]1[c:13]1[cH:14][cH:15][cH:16][cH:17][cH:18]1. Reactants: CC(C)c1ccccc1N, [Cl-], Cl, O=N[O-], Nc1ccccc1, [Na+], O, O, O. Product: CC(C)c1ccccc1NN. As a reaction SMILES: [CH:8]([CH3:9])([CH3:10])[c:11]1[c:12]([NH2:13])[cH:14][cH:15][cH:16][cH:17]1.[Cl-:24].[ClH:26].[N:18]([O-:19])=[O:20].[NH2:1][c:2]1[cH:3][cH:4][cH:5][cH:6][cH:7]1.[Na+:21].[OH2:22].[OH2:23].[OH2:25]>>[NH2:1][NH:13][c:12]1[c:11]([CH:8]([CH3:9])[CH3:10])[cH:17][cH:16][cH:15][cH:14]1. The reactants are ClC1=CC=C(C(=N1)N)[N+](=O)[O-] (6-chloro-3-nitropyridin-2-yl-amine). Reagents/catalysts: [Zn] (zinc). Run in C(C)(=O)O (acetic acid), CO (methanol). Reaction conditions: time 18 hour. The product is ClC1=CC=C(C(=N1)N)N (6-chloro-pyridine-2,3-diamine). RXN SMILES: [Cl:1][C:2]1[N:7]=[C:6]([NH2:8])[C:5]([N+:9]([O-])=O)=[CH:4][CH:3]=1>C(O)(=O)C.CO.[Zn]>[Cl:1][C:2]1[N:7]=[C:6]([NH2:8])[C:5]([NH2:9])=[CH:4][CH:3]=1. Reported procedure: Add zinc (4.0 g) to a solution of 6-chloro-3-nitropyridin-2-yl-amine (1.0 g, 5.76 mmol) in acetic acid (1.5 mL) and methanol (40 mL). Stir the resulting mixture is at room temperature for 18 hours, and filter through a pad of celite. Evaporate the filtrate to dryness under reduced pressure. Treat the resulting residue with 1N aqueous NaOH and extract with EtOAc. Wash the EtOAc extract with water and saturated aqueous NaCl. Separate the organic layer, dry over Na2SO4, filter and concentrate. Puri... Starting materials: S(=O)(=O)(Cl)Cl (sulfuryl chloride), CC1=CC=C(C=C1)C1SCCS1 (2-(4-methylphenyl)-1,3-dithiolane), CC1=CC=C(C=C1)C1[SH+]CCS1 (2-(4-methylphenyl)-1,3-dithiolanium). Run in C(Cl)Cl (methylene chloride), C(Cl)Cl (methylene chloride). Conditions: temperature 5 celsius, time 1 hour. Yields the product [Cl-].CC1=CC=C(C=C1)C1[SH+]CCS1 (2-(4-Methylphenyl)-1,3-dithiolanium chloride). As a reaction SMILES: [CH3:1][C:2]1[CH:7]=[CH:6][C:5]([CH:8]2[S:12][CH2:11][CH2:10][S:9]2)=[CH:4][CH:3]=1.S(Cl)([Cl:16])(=O)=O.CC1C=CC(C2SCC[SH+]2)=CC=1>C(Cl)Cl>[Cl-:16].[CH3:1][C:2]1[CH:3]=[CH:4][C:5]([CH:8]2[S:9][CH2:10][CH2:11][SH+:12]2)=[CH:6][CH:7]=1 |f:4.5|. Reported procedure: A solution of 1.96 g (0.01 mole) of 2-(4-methylphenyl)-1,3-dithiolane in 20 ml of methylene chloride is cooled to 0° C. and 0.76 ml (0.0094 mole) of sulfuryl chloride is added in one portion. The mixture is stirred 1 hr at 5° C. It is diluted with methylene chloride and the ultraviolet spectrum measured: U.V. max 230,255,375 nm, the latter indicating the presence of 2-(4-methylphenyl)-1,3-dithiolanium cation.